Dataset: the Open Reaction Database (ORD), a public repository of structured organic reaction records. Task: describe an organic reaction: reactants, conditions, products, and yield The reactants are COc1ccc(Br)c(C)c1, [Li]C(C)(C)C, C1CCOC1, CC1CCOC1=O. The product is COc1ccc(C(=O)C(C)CCO)c(C)c1. As a reaction SMILES: [Br:1][c:2]1[c:3]([CH3:10])[cH:4][c:5]([O:8][CH3:9])[cH:6][cH:7]1.[C:11]([Li:12])([CH3:13])([CH3:14])[CH3:15].[CH2:23]1[O:24][CH2:25][CH2:26][CH2:27]1.[CH3:16][CH:17]1[C:18](=[O:19])[O:20][CH2:21][CH2:22]1>>[c:2]1([C:18]([CH:17]([CH3:16])[CH2:22][CH2:21][OH:20])=[O:19])[c:3]([CH3:10])[cH:4][c:5]([O:8][CH3:9])[cH:6][cH:7]1. The reactants are C(C)(C)(C)OC(=O)NC=1C=CC=C2CCCSC12 (8-tert-butoxycarbonylaminothiochroman), FC(C(=O)O)(F)F (trifluoroacetic acid). The solvent is ClCCl (dichloromethane). Run at time 30 minute. The product is NC=1C=CC=C2CCCSC12 (8-aminothiochroman). Isolated yield 71.9%. Reaction SMILES: C(OC([NH:8][C:9]1[CH:10]=[CH:11][CH:12]=[C:13]2[C:18]=1[S:17][CH2:16][CH2:15][CH2:14]2)=O)(C)(C)C.FC(F)(F)C(O)=O>ClCCl>[NH2:8][C:9]1[CH:10]=[CH:11][CH:12]=[C:13]2[C:18]=1[S:17][CH2:16][CH2:15][CH2:14]2. Procedure details: 10 g (37.7 mmol) of the compound obtained in Step 1 above in 50 ml of dichloromethane are mixed with 50 ml of trifluoroacetic acid, and the mixture is stirred for 30 minutes at room temperature and then evaporated to dryness. The residue is taken up in ether and the solid obtained is filtered off and treated with N sodium hydroxide solution. The aqueous phase is extracted with ether and the ethereal phases are combined, dried over magnesium sulphate and concentrated to yield 4.48 g of the desire... Reactants: ClC=1C(NC2=C3C(C(C4=C(C13)C=CC=C4)=O)=CC=C2)=O (1-chloro-3H-dibenz[f,ij]isoquinoline-2,7-dione), C(O)CN (ethanolamine), C(C)(=O)[O-].[Na+] (sodium acetate), cupric acetate. Run in CO (methanol). Product: OCCNC=1C(N(C2=C3C(C(C4=C(C13)C=CC=C4)=O)=CC=C2)C)=O (1-(2-Hydroxyethylamino)-3-Methyl-3H-Dibenz[f,ij]Isoquinoline-2,7-Dione). RXN SMILES: Cl[C:2]1[C:3](=[O:20])[NH:4][C:5]2[CH:19]=[CH:18][CH:17]=[C:7]3[C:8](=[O:16])[C:9]4[CH:15]=[CH:14][CH:13]=[CH:12][C:10]=4[C:11]=1[C:6]=23.[CH2:21]([CH2:23][NH2:24])[OH:22].[C:25]([O-])(=O)C.[Na+]>CO>[OH:22][CH2:21][CH2:23][NH:24][C:2]1[C:3](=[O:20])[N:4]([CH3:25])[C:5]2[CH:19]=[CH:18][CH:17]=[C:7]3[C:8](=[O:16])[C:9]4[CH:15]=[CH:14][CH:13]=[CH:12][C:10]=4[C:11]=1[C:6]=23 |f:2.3|. Reported procedure: A mixture of 1-chloro-3H-dibenz[f,ij]isoquinoline-2,7-dione (1.8 g), ethanolamine (14 ml), sodium acetate (1 g), and a trace of cupric acetate was heated at 100°-110° C. until reaction appeared to be complete (~1 hr). After cooling, methanol (10 ml) was added to the reaction mixture at about 80° C. Upon further cooling the product crystallized in the form of yellow solid. After being isolated by filtration and recrystallized from methyl Cellosolve, the product melted at 203°-206° C. and had an a... Starting materials: CO, CCOC(=O)c1c(C)nn2ccccc12, [Na+], [OH-]. Yields the product Cc1nn2ccccc2c1C(=O)O. RXN SMILES: [CH3:1][OH:2].[CH3:3][c:4]1[n:5][n:6]2[c:7]([cH:8][cH:9][cH:10][cH:11]2)[c:12]1[C:13](=[O:14])[O:15][CH2:16][CH3:17].[Na+:19].[OH-:18]>>[CH3:3][c:4]1[n:5][n:6]2[c:7]([cH:8][cH:9][cH:10][cH:11]2)[c:12]1[C:13](=[O:14])[OH:15]. Reactants: BrC=1C=C(C=CC1F)C(F)(F)F (3-bromo-4-fluorobenzotrifluoride), FC1=C(C=CC(=C1)F)O (2,4-difluorophenol), C([O-])([O-])=O.[K+].[K+] (potassium carbonate). Reaction conditions: temperature 80 celsius. Procedure details: A mixture of 3-bromo-4-fluorobenzotrifluoride (0.5 mL, 3.52 mmol), 2,4-difluorophenol (0.337 mL, 3.52 mmol), and potassium carbonate (0.486 g, 3.52 mmol) in dimethylformamide (7 mL) was heated at 80° C. for 16 hours. The reaction mixture was cooled to ambient temperature and partitioned between ethyl acetate and water. The layers were separated, and the aqueous layer was extracted with ethyl acetate. The combined organics were washed with water and saturated aqueous sodium chloride, dried over a... Isolated yield 80.5%. As a reaction SMILES: [Br:1][C:2]1[CH:3]=[C:4]([C:9]([F:12])([F:11])[F:10])[CH:5]=[CH:6][C:7]=1F.[F:13][C:14]1[CH:19]=[C:18]([F:20])[CH:17]=[CH:16][C:15]=1[OH:21].C(=O)([O-])[O-].[K+].[K+]>CN(C)C=O>[Br:1][C:2]1[CH:3]=[C:4]([C:9]([F:12])([F:11])[F:10])[CH:5]=[CH:6][C:7]=1[O:21][C:15]1[CH:16]=[CH:17][C:18]([F:20])=[CH:19][C:14]=1[F:13] |f:2.3.4|. Solvent: CN(C=O)C (dimethylformamide). Product: BrC1=C(C=CC(=C1)C(F)(F)F)OC1=C(C=C(C=C1)F)F (2-bromo-1-(2,4-difluorophenoxy)-4-(trifluoromethyl)benzene). Reactants: CI, CCO, [K+], CCOP(=O)(CN)OCC, [OH-], S=C=S. Product: CCOP(=O)(CNC(=S)SC)OCC. RXN SMILES: [CH3:16][I:17].[CH3:18][CH2:19][OH:20].[K+:15].[NH2:4][CH2:5][P:6]([O:7][CH2:8][CH3:9])([O:10][CH2:11][CH3:12])=[O:13].[OH-:14].[S:1]=[C:2]=[S:3]>>[S:1]([C:2](=[S:3])[NH:4][CH2:5][P:6]([O:7][CH2:8][CH3:9])([O:10][CH2:11][CH3:12])=[O:13])[CH3:16]. Reactants: C(C)N(CCN1C(=O)C(=O)C2=C(C=CC=C12)Br)CC (1-(2-diethylaminoethyl)-4-bromoisatin), [NH4+].[Cl-] (NH4Cl), BrC1=CSC=C1 (3-bromothiophene), [Li]C(C)(C)C (t-BuLi). Solvent: C1CCOC1 (THF), C1CCOC1 (THF). Run at time 30 minute. Product: C(C)N(CCN1C(C(C2=C(C=CC=C12)Br)(C1=CSC=C1)O)=O)CC (1-(2-Diethylaminoethyl)-3-hydroxy-3-(3-thienyl)-4-bromooxindole). Isolated yield 98.7%. As a reaction SMILES: Br[C:2]1[CH:6]=[CH:5][S:4][CH:3]=1.[Li]C(C)(C)C.[CH2:12]([N:14]([CH2:29][CH3:30])[CH2:15][CH2:16][N:17]1[C:27]2[C:22](=[C:23]([Br:28])[CH:24]=[CH:25][CH:26]=2)[C:20](=[O:21])[C:18]1=[O:19])[CH3:13].[NH4+].[Cl-]>C1COCC1>[CH2:29]([N:14]([CH2:12][CH3:13])[CH2:15][CH2:16][N:17]1[C:27]2[C:22](=[C:23]([Br:28])[CH:24]=[CH:25][CH:26]=2)[C:20]([OH:21])([C:2]2[CH:6]=[CH:5][S:4][CH:3]=2)[C:18]1=[O:19])[CH3:30] |f:3.4|. Reported procedure: To 3-bromothiophene (105.5 mg, 2.1 eq) in anhydrous THF (2 mL) under a nitrogen atmosphere and with stirring was added t-BuLi (0.38 mL, 2.1 eq, 1.7 M in pentane) at −40° C. (bath temperature). Stirring was continued for 30 minutes after which 1-(2-diethylaminoethyl)-4-bromoisatin (100.0 mg, 3.08×10−4 mol) in anhydrous THF (2 mL) was added dropwise. The resulting red colored solution was stirred at −40° C. for 8 hours. Saturated aqueous NH4Cl (1.5 mL) was added and the reaction mixture was allowe... Isolated yield 70.8%. The product is CC(C(=O)OC(C(C)C)OC(=O)NC[C@@H]1CC[C@H](CC1)C(=O)O)C (trans-4-{[1-(2-Methylpropanoyloxy)-2-methylpropoxycarbonyl]aminomethyl}-Cyclohexanecarboxylic Acid). Starting materials: C1[C@@H](CC[C@H](C1)C(=O)O)CN (tranexamic acid), CC(C(=O)OC(C(C)C)OC(=O)ON1C(CCC1=O)=O)C (1-[(2,5-dioxopyrrolidinyl)oxycarbonyloxy]-2-methylpropyl 2-methylpropanoate). Run in CC(C)(C)OC.CC(=O)C.O (MTBE acetone water). Reaction SMILES: [CH2:1]1[CH2:6][C@H:5]([C:7]([OH:9])=[O:8])[CH2:4][CH2:3][C@H:2]1[CH2:10][NH2:11].[CH3:12][CH:13]([CH3:32])[C:14]([O:16][CH:17]([O:21][C:22](ON1C(=O)CCC1=O)=[O:23])[CH:18]([CH3:20])[CH3:19])=[O:15]>CC(OC)(C)C.CC(C)=O.O>[CH3:12][CH:13]([CH3:32])[C:14]([O:16][CH:17]([O:21][C:22]([NH:11][CH2:10][C@H:2]1[CH2:3][CH2:4][C@H:5]([C:7]([OH:9])=[O:8])[CH2:6][CH2:1]1)=[O:23])[CH:18]([CH3:19])[CH3:20])=[O:15] |f:2.3.4|. Procedure details: Following the general nucleophilic carbamoylation procedure, tranexamic acid (472 mg, 3.0 mmol) and 1-[(2,5-dioxopyrrolidinyl)oxycarbonyloxy]-2-methylpropyl 2-methylpropanoate (603 mg, 2.0 mmol) were reacted in the MTBE/acetone/water mixture (16 mL) to yield the title compound 44 (486 mg, 71% yield) as a white powder after work-up and mass-guided preparative HPLC purification. 1H NMR (400 MHz, DMSO-d6): δ =0.82-0.94 (br. m, 8H), 1.06 (d, J=6.8 Hz, 3H), 1.08 (d, J=7.2 Hz, 3H), 1.16-1.38 (br. m, 3... Product: C1(=CC(=CC=C1)CC(CCC1N(C(CC1)=O)CCCCCCC#N)O)C1=CC=CC=C1 (7-[2-(4-biphenyl-3-yl-3-hydroxy-butyl)-5-oxo-pyrrolidin-1-yl ]-heptanenitrile). Procedure details: Following the procedure described for Example 5, Step B, 7-{2-[4-biphenyl-3-yl-3-(tert-butyl-dimethyl-silanyloxy)-butyl]-5-oxo-pyrrolidin-1-yl}-heptanenitrile (187 mg, 0.351 mmol) was deprotected with TBAF (1M in THF, 0.53 mL, 0.53 mmol). The addition was performed at 0° C. and the reaction mixture was stirred at room temperature for 24 h. Purification by medium pressure chromatography (CH2Cl2 to 1% MeOH in CH2Cl2 to 2% MeOH in CH2Cl2 to 6% MeOH in CH2Cl2 to 10% MeOH in CH2Cl2) provided 7-[2-(4-... Yield: 57.9%. Reactants: C1(=CC(=CC=C1)CC(CCC1N(C(CC1)=O)CCCCCCC#N)O[Si](C)(C)C(C)(C)C)C1=CC=CC=C1 (7-{2-[4-biphenyl-3-yl-3-(tert-butyl-dimethyl-silanyloxy)-butyl]-5-oxo-pyrrolidin-1-yl}-heptanenitrile), CCCC[N+](CCCC)(CCCC)CCCC.[F-] (TBAF). RXN SMILES: [C:1]1([C:33]2[CH:38]=[CH:37][CH:36]=[CH:35][CH:34]=2)[CH:6]=[CH:5][CH:4]=[C:3]([CH2:7][CH:8]([O:25][Si](C(C)(C)C)(C)C)[CH2:9][CH2:10][CH:11]2[CH2:15][CH2:14][C:13](=[O:16])[N:12]2[CH2:17][CH2:18][CH2:19][CH2:20][CH2:21][CH2:22][C:23]#[N:24])[CH:2]=1.CCCC[N+](CCCC)(CCCC)CCCC.[F-]>>[C:1]1([C:33]2[CH:34]=[CH:35][CH:36]=[CH:37][CH:38]=2)[CH:6]=[CH:5][CH:4]=[C:3]([CH2:7][CH:8]([OH:25])[CH2:9][CH2:10][CH:11]2[CH2:15][CH2:14][C:13](=[O:16])[N:12]2[CH2:17][CH2:18][CH2:19][CH2:20][CH2:21][CH2:22][C:23]#[N:24])[CH:2]=1 |f:1.2|. Run at time 24 hour.